Dataset: the Open Reaction Database (ORD), a public repository of structured organic reaction records. Task: describe an organic reaction: reactants, conditions, products, and yield Starting materials: COc1cc(C=O)c(I)cc1OCc1ccccc1, CS(C)=O, CC#N, [O-][Cl+][O-], [Na+], O, O=S(=O)(O)O. Product: COc1cc(C(=O)O)c(I)cc1OCc1ccccc1. Reaction SMILES: [CH2:1]([c:2]1[cH:3][cH:4][cH:5][cH:6][cH:7]1)[O:8][c:9]1[cH:10][c:11]([I:19])[c:12]([CH:13]=[O:14])[cH:15][c:16]1[O:17][CH3:18].[CH3:20][S:21](=[O:22])[CH3:23].[CH3:34][C:35]#[N:36].[Cl+:29]([O-:30])[O-:31].[Na+:32].[OH2:33].[S:24](=[O:25])(=[O:26])([OH:27])[OH:28]>>[CH2:1]([c:2]1[cH:3][cH:4][cH:5][cH:6][cH:7]1)[O:8][c:9]1[cH:10][c:11]([I:19])[c:12]([C:13](=[O:14])[OH:22])[cH:15][c:16]1[O:17][CH3:18]. Reactants: CN(CC=O)C(=O)OC(C)(C)C, COC(=O)c1ccc(N)cc1NC(C)=O, ClCCCl, [Na+], O=C([O-])O. Product: COC(=O)c1ccc(NCCN(C)C(=O)OC(C)(C)C)cc1NC(C)=O. RXN SMILES: [C:16]([CH3:17])([CH3:18])([CH3:19])[O:20][C:21](=[O:22])[N:23]([CH2:24][CH:25]=[O:26])[CH3:27].[C:1]([CH3:2])(=[O:3])[NH:4][c:5]1[c:6]([C:7](=[O:8])[O:9][CH3:10])[cH:11][cH:12][c:13]([NH2:15])[cH:14]1.[Cl:33][CH2:34][CH2:35][Cl:36].[Na+:32].[O-:28][C:29]([OH:30])=[O:31]>>[C:1]([CH3:2])(=[O:3])[NH:4][c:5]1[c:6]([C:7](=[O:8])[O:9][CH3:10])[cH:11][cH:12][c:13]([NH:15][CH2:25][CH2:24][N:23]([C:21]([O:20][C:16]([CH3:17])([CH3:18])[CH3:19])=[O:22])[CH3:27])[cH:14]1. Starting materials: FC1=C(C(=CC=C1)[N+](=O)[O-])O (2-fluoro-6-nitrophenol), C(=O)([O-])[O-].[K+].[K+] (K2CO3), C(C1=CC=CC=C1)Br (benzyl bromide). The solvent is CN(C)C=O (DMF). Reaction conditions: temperature 80 celsius, time 8 hour. Product: FC1=C(C(=CC=C1)[N+](=O)[O-])OCC1=CC=CC=C1 (1-fluoro-2-benzyloxy-3-nitro-benzene). Isolated yield 102.8%. RXN SMILES: [F:1][C:2]1[CH:7]=[CH:6][CH:5]=[C:4]([N+:8]([O-:10])=[O:9])[C:3]=1[OH:11].C([O-])([O-])=O.[K+].[K+].[CH2:18](Br)[C:19]1[CH:24]=[CH:23][CH:22]=[CH:21][CH:20]=1>CN(C=O)C>[F:1][C:2]1[CH:7]=[CH:6][CH:5]=[C:4]([N+:8]([O-:10])=[O:9])[C:3]=1[O:11][CH2:18][C:19]1[CH:24]=[CH:23][CH:22]=[CH:21][CH:20]=1 |f:1.2.3|. Procedure: To a solution of 2-fluoro-6-nitrophenol (25.1 g, 157 mmol) in DMF (430 mL) were added K2CO3 (43.7 g, 313 mmol) and benzyl bromide (21 mL, 172 mmol). The reaction mixture was stirred at 80° C. overnight. After cooling to rt, the reaction mixture was filtered. The filtrate was concentrated under reduced pressure. Water (100 mL) and EA (100 mL) were added and the phases were separated. The aq. layer was extracted once with EA (100 mL) and the combined org. layers were dried over Na2SO4, filtered an...